describe an organic reaction: reactants, conditions, products, and yield From a dataset of the Open Reaction Database (ORD), a public repository of structured organic reaction records. Reactants: C(C)(=O)O[C@@H]1[C@]2(C)[C@@H](CC1)C1=CCC=3CC(CCC3[C@H]1CC2)=O (17β-Acetoxyestra-5(10),7-dien-3-one), C(C)(C)(C)O[AlH-](OC(C)(C)C)OC(C)(C)C.[Li+] (lithium tri-tert-butoxyaluminohydride), Cl (HCl). Solvent: C1CCOC1 (THF). Yields the product C(C)(=O)O[C@@H]1[C@]2(C)[C@@H](CC1)C1=CCC=3CC(CCC3[C@H]1CC2)O (17β-Acetoxyestra-5(10),7-dien-3-ol). Isolated yield 104.1%. As a reaction SMILES: [C:1]([O:4][C@H:5]1[CH2:10][CH2:9][C@H:8]2[C:11]3[C@H:20]([CH2:21][CH2:22][C@:6]12[CH3:7])[C:19]1[CH2:18][CH2:17][C:16](=[O:23])[CH2:15][C:14]=1[CH2:13][CH:12]=3)(=[O:3])[CH3:2].C(O[AlH-](OC(C)(C)C)OC(C)(C)C)(C)(C)C.[Li+].Cl>C1COCC1>[C:1]([O:4][C@H:5]1[CH2:10][CH2:9][C@H:8]2[C:11]3[C@H:20]([CH2:21][CH2:22][C@:6]12[CH3:7])[C:19]1[CH2:18][CH2:17][CH:16]([OH:23])[CH2:15][C:14]=1[CH2:13][CH:12]=3)(=[O:3])[CH3:2] |f:1.2|. Reported procedure: A solution of the ketone 9 (1.03 g, 3.28 mmol) in dry THF (20 mL) at 0° C. under nitrogen was treated, via syringe, with lithium tri-tert-butoxyaluminohydride (1.0 M, 1.5 eq, 4.92 mL, 4.92 mmol). After 2 h the solution was poured into 1N HCl (100 mL). The layers were separated and the aqueous layer was extracted with ether (3×50 mL). The organic layers were combined, washed with saturated aqueous NaCl solution (50 mL), dried over magnesium sulfate and concentrated under reduced pressure to give ...